From a dataset of the Open Reaction Database (ORD), a public repository of structured organic reaction records. describe an organic reaction: reactants, conditions, products, and yield Starting materials: O=C(c1cccnc1)C(Br)c1ccccc1, Br, CC(=O)[O-], CC(=O)OC(C)=O, [K+], O. Yields the product O=C(c1cccnc1)C(O)c1ccccc1. RXN SMILES: [Br:2][CH:3]([c:4]1[cH:5][cH:6][cH:7][cH:8][cH:9]1)[C:10](=[O:11])[c:12]1[cH:13][n:14][cH:15][cH:16][cH:17]1.[BrH:1].[CH3:19][C:20]([O-:21])=[O:22].[CH3:24][C:25]([O:26][C:27](=[O:28])[CH3:29])=[O:30].[K+:18].[OH2:23]>>[CH:3]([c:4]1[cH:5][cH:6][cH:7][cH:8][cH:9]1)([C:10](=[O:11])[c:12]1[cH:13][n:14][cH:15][cH:16][cH:17]1)[OH:21].